From a dataset of the Open Reaction Database (ORD), a public repository of structured organic reaction records. describe an organic reaction: reactants, conditions, products, and yield The product is CCC(CC)C=1C=C(C[C@H](N)C(=O)O)C=CC1 (3-(3-pentyl)-L-phenylalanine). The reactants are O=C1O[C@@H]([C@@H](N[C@H]1CC1=CC(=CC=C1)C(CC)CC)C1=CC=CC=C1)C1=CC=CC=C1 ((2R, 3S, 5S)-6-oxo-2,3-diphenyl-5-(3-(3-pentyl)benzyl)morpholine), CCO (EtOH). Reported procedure: To a 300 mL Parr bottle were added 0.41 g of PdCl2, 1.36 g of (2R, 3S, 5S)-6-oxo-2,3-diphenyl-5-(3-(3-pentyl)benzyl)morpholine, 50 mL of EtOH, and 30 mL of THF. The mixture was deoxygenated by bubbling nitrogen through for 10 min and was hydrogenated at 45 psi for 18 h. The vessel was purged with nitrogen, catalyst removed by filtration through celite, and the filtrate concentrated in vacuo to a volume of 15 mL. The solution was chilled in an ice bath and triturated with additional of 50 mL of h... The yield is 84.0%. Run at time 18 hour. Reagents/catalysts: Cl[Pd]Cl (PdCl2). As a reaction SMILES: [O:1]=[C:2]1[C@H:7]([CH2:8][C:9]2[CH:14]=[CH:13][CH:12]=[C:11]([CH:15]([CH2:18][CH3:19])[CH2:16][CH3:17])[CH:10]=2)[NH:6][C@@H](C2C=CC=CC=2)[C@@H](C2C=CC=CC=2)[O:3]1.CCO>Cl[Pd]Cl.C1COCC1>[CH3:19][CH2:18][CH:15]([C:11]1[CH:10]=[C:9]([CH:14]=[CH:13][CH:12]=1)[CH2:8][C@@H:7]([C:2]([OH:3])=[O:1])[NH2:6])[CH2:16][CH3:17]. Run in C1CCOC1 (THF).